From a dataset of the Open Reaction Database (ORD), a public repository of structured organic reaction records. describe an organic reaction: reactants, conditions, products, and yield Starting materials: C(=O)O.NCCC1=CC=C(NC2CCN(CC2)C(=O)NCCC(=O)N2CCOCC2)C=C1 (4-[4-(2-aminoethyl)anilino]-N-[3-(4-morpholinyl)-3-oxopropyl]-1-piperidinecarboxamide formate), C(C)(C)(C)[Si](C1=CC=CC=C1)(C1=CC=CC=C1)OC1=CC=C(C=C1)OCC1OC1 (tert-butyl-(4-oxiranylmethoxy-phenoxy)-diphenyl-silane). Yields the product N1(CCOCC1)C(CCNC(=O)N1CCC(CC1)NC1=CC=C(C=C1)CCNC[C@@H](COC1=CC=C(C=C1)O)O)=O (4-(4-[2-[(2S)-2-Hydroxy-3-(4-hydroxy-phenoxy)-propylamino]-ethyl}-phenylamino)-piperidine-1 carboxylic acid (3-morpholin-4-yl-3-oxo-propyl)-amide). RXN SMILES: C(O)=O.[NH2:4][CH2:5][CH2:6][C:7]1[CH:32]=[CH:31][C:10]([NH:11][CH:12]2[CH2:17][CH2:16][N:15]([C:18]([NH:20][CH2:21][CH2:22][C:23]([N:25]3[CH2:30][CH2:29][O:28][CH2:27][CH2:26]3)=[O:24])=[O:19])[CH2:14][CH2:13]2)=[CH:9][CH:8]=1.C([Si]([O:50][C:51]1[CH:56]=[CH:55][C:54]([O:57][CH2:58][CH:59]2[CH2:61][O:60]2)=[CH:53][CH:52]=1)(C1C=CC=CC=1)C1C=CC=CC=1)(C)(C)C>>[N:25]1([C:23](=[O:24])[CH2:22][CH2:21][NH:20][C:18]([N:15]2[CH2:16][CH2:17][CH:12]([NH:11][C:10]3[CH:9]=[CH:8][C:7]([CH2:6][CH2:5][NH:4][CH2:61][C@H:59]([OH:60])[CH2:58][O:57][C:54]4[CH:55]=[CH:56][C:51]([OH:50])=[CH:52][CH:53]=4)=[CH:32][CH:31]=3)[CH2:13][CH2:14]2)=[O:19])[CH2:26][CH2:27][O:28][CH2:29][CH2:30]1 |f:0.1|. Reported procedure: 4-[4-(2-aminoethyl)anilino]-N-[3-(4-morpholinyl)-3-oxopropyl]-1-piperidinecarboxamide formate (0.90 g, 2.0 mmol) was reacted with tert-butyl-(4-oxiranylmethoxy-phenoxy)-diphenyl-silane according to Procedure G to yield the title compound (0.39 g, 0.5 mmol). Reactants: CS(=O)(=O)C1CCNCC1, CN1CCCC1=O, CCN(C(C)C)C(C)C, Nc1ncc(-c2nc(N3CCOCC3)c3nc(Cl)n(CC(F)(F)F)c3n2)cn1, Cl. Yields the product CS(=O)(=O)C1CCN(c2nc3c(N4CCOCC4)nc(-c4cnc(N)nc4)nc3n2CC(F)(F)F)CC1. Reaction SMILES: [CH3:2][S:3](=[O:4])(=[O:5])[CH:6]1[CH2:7][CH2:8][NH:9][CH2:10][CH2:11]1.[CH3:49][N:50]1[CH2:51][CH2:52][CH2:53][C:54]1=[O:55].[CH:12]([N:13]([CH:14]([CH3:15])[CH3:16])[CH2:17][CH3:18])([CH3:19])[CH3:20].[Cl:21][c:22]1[n:23]([CH2:44][C:45]([F:46])([F:47])[F:48])[c:24]2[n:25][c:26](-[c:37]3[cH:38][n:39][c:40]([NH2:43])[n:41][cH:42]3)[n:27][c:28]([N:31]3[CH2:32][CH2:33][O:34][CH2:35][CH2:36]3)[c:29]2[n:30]1.[ClH:1]>>[CH3:2][S:3](=[O:4])(=[O:5])[CH:6]1[CH2:7][CH2:8][N:9]([c:22]2[n:23]([CH2:44][C:45]([F:46])([F:47])[F:48])[c:24]3[n:25][c:26](-[c:37]4[cH:38][n:39][c:40]([NH2:43])[n:41][cH:42]4)[n:27][c:28]([N:31]4[CH2:32][CH2:33][O:34][CH2:35][CH2:36]4)[c:29]3[n:30]2)[CH2:10][CH2:11]1. Reactants: BrC=1C=CC=2N(C1)C=C(N2)C2=CC=C(C=C2)Cl (6-bromo-2-(4-chlorophenyl)imidazo[1,2-a]pyridine), 3-acetylboronic acid, C(C)#N (acetonitrile), solution, C(O)([O-])=O.[Na+] (sodium hydrogen carbonate), C1(=CC=CC=C1)C (toluene). The reagents and catalysts are C=1C=CC(=CC1)[P](C=2C=CC=CC2)(C=3C=CC=CC3)[Pd]([P](C=4C=CC=CC4)(C=5C=CC=CC5)C=6C=CC=CC6)([P](C=7C=CC=CC7)(C=8C=CC=CC8)C=9C=CC=CC9)[P](C=1C=CC=CC1)(C=1C=CC=CC1)C=1C=CC=CC1 (tetrakis(triphenylphosphine)palladium). Product: ClC1=CC=C(C=C1)C=1N=C2N(C=C(C=C2)C=2C=C(C=CC2)C(C)=O)C1 (1-{3-[2-(4-Chlorophenyl)imidazo[1,2-a]pyridin-6-yl]phenyl}ethanone). Reaction SMILES: Br[C:2]1[CH:3]=[CH:4][C:5]2[N:6]([CH:8]=[C:9]([C:11]3[CH:16]=[CH:15][C:14]([Cl:17])=[CH:13][CH:12]=3)[N:10]=2)[CH:7]=1.[C:18](#N)[CH3:19].C(=O)([O-])[OH:22].[Na+].[C:26]1(C)[CH:31]=[CH:30][CH:29]=[CH:28][CH:27]=1>C1C=CC([P]([Pd]([P](C2C=CC=CC=2)(C2C=CC=CC=2)C2C=CC=CC=2)([P](C2C=CC=CC=2)(C2C=CC=CC=2)C2C=CC=CC=2)[P](C2C=CC=CC=2)(C2C=CC=CC=2)C2C=CC=CC=2)(C2C=CC=CC=2)C2C=CC=CC=2)=CC=1>[Cl:17][C:14]1[CH:15]=[CH:16][C:11]([C:9]2[N:10]=[C:5]3[CH:4]=[CH:3][C:2]([C:27]4[CH:28]=[C:29]([C:18](=[O:22])[CH3:19])[CH:30]=[CH:31][CH:26]=4)=[CH:7][N:6]3[CH:8]=2)=[CH:12][CH:13]=1 |f:2.3,^1:36,38,57,76|. Procedure: 300 mg of 6-bromo-2-(4-chlorophenyl)imidazo[1,2-a]pyridine (prepared as described in 5.1), 240 mg of 3-acetylboronic acid and 34 mg of tetrakis(triphenylphosphine)palladium are mixed in a microwave tube containing 4.5 ml of acetonitrile, 4.5 ml of toluene and 4.5 ml of a 2M solution of sodium hydrogen carbonate. The tube is placed in a microwave apparatus and irradiated at 150° C. for 15 min. The organic phase is separated, dried and concentrated under reduced pressure. A solid residue is obtain... Starting materials: Cc1cccc(C(=O)CBr)c1, O=C([O-])[O-], COC(=O)c1ccc(OC)c(O)c1, CO, [K+], [K+]. The product is COC(=O)c1ccc(OC)c(OCC(=O)c2cccc(C)c2)c1. Reaction SMILES: [Br:20][CH2:21][C:22](=[O:23])[c:24]1[cH:25][c:26]([CH3:30])[cH:27][cH:28][cH:29]1.[C:14](=[O:15])([O-:16])[O-:17].[CH3:1][O:2][C:3]([c:4]1[cH:5][c:6]([OH:12])[c:7]([O:10][CH3:11])[cH:8][cH:9]1)=[O:13].[CH3:31][OH:32].[K+:18].[K+:19]>>[CH3:1][O:2][C:3]([c:4]1[cH:5][c:6]([O:12][CH2:21][C:22](=[O:23])[c:24]2[cH:25][c:26]([CH3:30])[cH:27][cH:28][cH:29]2)[c:7]([O:10][CH3:11])[cH:8][cH:9]1)=[O:13]. Reactants: CCOC(=O)CBr, O=C([O-])[O-], Cc1ccc(C2CCCN(C(=O)OCc3ccccc3)C2)cc1O, CN(C)C=O, [Cs+], [Cs+], O. Yields the product CCOC(=O)COc1cc(C2CCCN(C(=O)OCc3ccccc3)C2)ccc1C. As a reaction SMILES: [Br:31][CH2:32][C:33](=[O:34])[O:35][CH2:36][CH3:37].[C:25](=[O:26])([O-:27])[O-:28].[CH2:1]([c:2]1[cH:3][cH:4][cH:5][cH:6][cH:7]1)[O:8][C:9](=[O:10])[N:11]1[CH2:12][CH:13]([c:17]2[cH:18][c:19]([OH:24])[c:20]([CH3:23])[cH:21][cH:22]2)[CH2:14][CH2:15][CH2:16]1.[CH3:38][N:39]([CH3:40])[CH:41]=[O:42].[Cs+:29].[Cs+:30].[OH2:43]>>[CH2:1]([c:2]1[cH:3][cH:4][cH:5][cH:6][cH:7]1)[O:8][C:9](=[O:10])[N:11]1[CH2:12][CH:13]([c:17]2[cH:18][c:19]([O:24][CH2:32][C:33](=[O:34])[O:35][CH2:36][CH3:37])[c:20]([CH3:23])[cH:21][cH:22]2)[CH2:14][CH2:15][CH2:16]1.